From a dataset of the Open Reaction Database (ORD), a public repository of structured organic reaction records. describe an organic reaction: reactants, conditions, products, and yield Isolated yield 74.0%. Reactants: COC(COC1=C2C=C(N(C2=C2C(=C1)C=CC=C2)CC2=CC=CC=C2)CC)=O (2-[(2-ethyl-1-benzyl-1H-benz[g]indol-4-yl)oxy]acetic acid methyl ester), BrCC(=O)OC (methyl bromoacetate), C(C1=CC=CC=C1)N1C(=CC2=C(C=C3C(=C12)C=CC=C3)OC)CC (1-benzyl-2-ethyl-4-methoxybenz[g]indole), C([O-])([O-])=O.[Cs+].[Cs+] (cesium carbonate), B(Br)(Br)Br (boron tribromide). Yields the product O.COC(COC1=C2C(=C(N(C2=C2C(=C1)C=CC=C2)CC2=CC=CC=C2)CC)C(C(=O)N)=O)=O.NC(C(=O)C2=C(N(C1=C3C(=CC(=C21)OCC(=O)OC)C=CC=C3)CC3=CC=CC=C3)CC)=O (2-[[3-(2-Amino-1,2-dioxoethyl)-2-ethyl-1-benzyl-1H-benz[g]indol-4-yl]oxy]acetic acid methyl ester hemihydrate). Procedure details: Preparation of 2-[(2-ethyl-1-benzyl-1H-benz[g]indol-4-yl)oxy]acetic acid methyl ester. A solution of 1-benzyl-2-ethyl-4-methoxybenz[g]indole (0.43 g, 1.4 mmol) in chloroform (8 mL) was cooled to 0° C. and treated with boron tribromide (0.36 mL, 3.8 mmol). The mixture was warmed to room temperature over 2 h, and poured into water. The mixture was extracted with fresh chloroform. The combined chloroform extracts were washed once with water, once with saturated sodium chloride solution, dried (sodi... As a reaction SMILES: [CH3:1][O:2][C:3](=[O:28])[CH2:4][O:5][C:6]1[CH:14]=[C:13]2[CH:15]=[CH:16][CH:17]=[CH:18][C:12]2=[C:11]2[C:7]=1[CH:8]=[C:9]([CH2:26][CH3:27])[N:10]2[CH2:19][C:20]1[CH:25]=[CH:24][CH:23]=[CH:22][CH:21]=1.C([N:36]1C2C(=C(OC)C=C3C=CC=CC3=2)C=C1CC)C1C=CC=CC=1.B(Br)(Br)Br.[C:57](=[O:60])([O-])[O-].[Cs+].[Cs+].BrCC([O:67][CH3:68])=O>C(Cl)(Cl)Cl.CN(C)C=O.O.C(OCC)(=O)C>[OH2:2].[CH3:1][O:2][C:3](=[O:28])[CH2:4][O:5][C:6]1[CH:14]=[C:13]2[CH:15]=[CH:16][CH:17]=[CH:18][C:12]2=[C:11]2[C:7]=1[C:8]([C:57](=[O:60])[C:68]([NH2:36])=[O:67])=[C:9]([CH2:26][CH3:27])[N:10]2[CH2:19][C:20]1[CH:25]=[CH:24][CH:23]=[CH:22][CH:21]=1.[NH2:36][C:57](=[O:60])[C:68]([C:8]1[C:7]2[C:11](=[C:12]3[CH:18]=[CH:17][CH:16]=[CH:15][C:13]3=[CH:14][C:6]=2[O:5][CH2:4][C:3]([O:2][CH3:1])=[O:28])[N:10]([CH2:19][C:20]2[CH:25]=[CH:24][CH:23]=[CH:22][CH:21]=2)[C:9]=1[CH2:26][CH3:27])=[O:67] |f:3.4.5,11.12.13|. The solvent is C(Cl)(Cl)Cl (chloroform), O (water), CN(C=O)C (N,N-dimethylformamide), O (water), C(C)(=O)OCC (ethyl acetate). The reactants are C(C)OC(=O)N1CCC(CC1)N[C@@H]1CC[C@H](CC1)N1C(NC2=C1C=CC=C2)=O (1,3-dihydro-1-{trans-4-[1-ethoxycarbonyl-4-piperidinylamino]-1-cyclohexyl}-2H-benzimidazol-2-one), [OH-].[Na+] (NaOH). The solvent is Cl (HCl). The product is N1CCC(CC1)N[C@@H]1CC[C@H](CC1)N1C(NC2=C1C=CC=C2)=O (1,3-dihydro-1-{trans -4-[4-piperidinylamino]-1-cyclohexyl}-2H-benzimidazol-2-one). The yield is 52.2%. As a reaction SMILES: C(OC([N:6]1[CH2:11][CH2:10][CH:9]([NH:12][C@H:13]2[CH2:18][CH2:17][C@H:16]([N:19]3[C:23]4[CH:24]=[CH:25][CH:26]=[CH:27][C:22]=4[NH:21][C:20]3=[O:28])[CH2:15][CH2:14]2)[CH2:8][CH2:7]1)=O)C.[OH-].[Na+]>Cl>[NH:6]1[CH2:7][CH2:8][CH:9]([NH:12][C@H:13]2[CH2:14][CH2:15][C@H:16]([N:19]3[C:23]4[CH:24]=[CH:25][CH:26]=[CH:27][C:22]=4[NH:21][C:20]3=[O:28])[CH2:17][CH2:18]2)[CH2:10][CH2:11]1 |f:1.2|. Procedure: . A stirred solution of 1.2 g of 1,3-dihydro-1-{trans-4-[1-ethoxycarbonyl-4-piperidinylamino]-1-cyclohexyl}-2H-benzimidazol-2-one in 20 mL of 6N HCl was heated to reflux for 12 h, cooled and basified with 6N NaOH. The basic mixture was extracted with 2×50 mL portions of chloroform. The combined organic extracts were dried over MgSO4 and concentrated under reduced pressure. After drying overnight under vacuum, there was obtained 0.51 g of 1,3-dihydro-1-{trans -4-[4-piperidinylamino]-1-cyclohexyl}...